This data is from the Open Reaction Database (ORD), a public repository of structured organic reaction records. The task is: describe an organic reaction: reactants, conditions, products, and yield Run at time 20 minute. Reactants: FC1=C(C#N)C(=CC=C1)F (2,6-difluorobenzonitrile), CS(=O)C (DMSO), BrC=1C=C(C=C(C1)OC)C (3-bromo-5-methoxytoluene), [Li]C(C)CC (sec-BuLi), resultant mixture, [S] (sulfur). Procedure: A solution of 1 g (0.005 mol) of 3-bromo-5-methoxytoluene in 10 mL of freshly distilled THF was cooled in dry ice/acetone and stirred under a N2 atmosphere. To this was added dropwise via a syringe 8.46 mL (0.011 mol) of sec-BuLi (1.3M in cyclohexane). The resultant mixture was stirred for 10 min after which 0.19 g of elemental sulfur was added in one portion. The reaction mixture was brought to room temperature and left stirring for 12 h. The mixture was cooled in ice/water bath. 0.69 g (0.005 ... The solvent is ice water, C(=O)=O.CC(=O)C (dry ice acetone), C1CCOC1 (THF), O (water). Reaction SMILES: Br[C:2]1[CH:3]=[C:4]([CH3:10])[CH:5]=[C:6]([O:8][CH3:9])[CH:7]=1.[Li]C(CC)C.[S].[F:17][C:18]1[CH:25]=[CH:24][CH:23]=[C:22](F)[C:19]=1[C:20]#[N:21].C[S:28](C)=O>C(=O)=O.CC(C)=O.O.C1COCC1>[F:17][C:18]1[CH:25]=[CH:24][CH:23]=[C:22]([S:28][C:2]2[CH:7]=[C:6]([O:8][CH3:9])[CH:5]=[C:4]([CH3:10])[CH:3]=2)[C:19]=1[C:20]#[N:21] |f:5.6,^3:15|. The product is FC1=C(C#N)C(=CC=C1)SC1=CC(=CC(=C1)OC)C (2-Fluoro-6-[(3 -methyl-5-methoxyphenyl)thio]benzonitrile). RXN SMILES: [F:1][C:2]1[C:12](B2OC(C)(C)C(C)(C)O2)=[CH:11][C:5]2[N:6]([CH3:10])[C:7](=[O:9])[O:8][C:4]=2[CH:3]=1.Br[C:23]1[CH:24]=[C:25]([CH2:29][OH:30])[CH:26]=[N:27][CH:28]=1.C([O-])([O-])=O.[Na+].[Na+]>COCCOC.CO.C(Cl)Cl.C1C=CC([P]([Pd]([P](C2C=CC=CC=2)(C2C=CC=CC=2)C2C=CC=CC=2)([P](C2C=CC=CC=2)(C2C=CC=CC=2)C2C=CC=CC=2)[P](C2C=CC=CC=2)(C2C=CC=CC=2)C2C=CC=CC=2)(C2C=CC=CC=2)C2C=CC=CC=2)=CC=1>[F:1][C:2]1[C:12]([C:23]2[CH:28]=[N:27][CH:26]=[C:25]([CH2:29][OH:30])[CH:24]=2)=[CH:11][C:5]2[N:6]([CH3:10])[C:7](=[O:9])[O:8][C:4]=2[CH:3]=1 |f:2.3.4,6.7,^1:51,53,72,91|. Product: FC1=CC2=C(N(C(O2)=O)C)C=C1C=1C=NC=C(C1)CO (6-Fluoro-5-(5-hydroxymethyl-pyridin-3-yl)-3-methyl-3H-benzooxazol-2-one). Conditions: temperature 100 celsius. Reagents/catalysts: C=1C=CC(=CC1)[P](C=2C=CC=CC2)(C=3C=CC=CC3)[Pd]([P](C=4C=CC=CC4)(C=5C=CC=CC5)C=6C=CC=CC6)([P](C=7C=CC=CC7)(C=8C=CC=CC8)C=9C=CC=CC9)[P](C=1C=CC=CC1)(C=1C=CC=CC1)C=1C=CC=CC1 (Pd(PPh3)4). The yield is 44.4%. The solvent is CO.C(Cl)Cl (CH3OH CH2Cl2), COCCOC (DME). Starting materials: FC1=CC2=C(N(C(O2)=O)C)C=C1B1OC(C(O1)(C)C)(C)C (6-Fluoro-3-methyl-5-(4,4,5,5-tetramethyl-[1,3,2]dioxaborolan-2-yl)-3H-benzooxazol-2-one), BrC=1C=C(C=NC1)CO ((5-bromopyridin-3-yl)methanol), C(=O)([O-])[O-].[Na+].[Na+] (Na2CO3). Procedure: A mixture of 6-Fluoro-3-methyl-5-(4,4,5,5-tetramethyl-[1,3,2]dioxaborolan-2-yl)-3H-benzooxazol-2-one (352 mg, 1.2 mmol), (5-bromopyridin-3-yl)methanol (188 mg, 1 mmol), Na2CO3 (2 M in water, 1 mL, 2 mmol), polymer bound Pd(PPh3)4 (642 mg, 0.07 mmol) in DME (4 mL) was heated by microwave at 100° C. for 1.25 h. The reaction mixture was cooled to room temperature and the mixture was diluted with CH3OH/CH2Cl2 (1:1, 50 mL) and filtered through a pad of celite. The celite pad was further washed with C... Starting materials: BrC1=C(C=CC(=C1)Cl)F (2-bromo-4-chloro-1-fluorobenzene), [Li]CCCC (n-BuLi), CON(C(=O)C1CCN(CC1)C(=O)OC(C)(C)C)C (tert-butyl 4-(methoxy(methyl)carbamoyl)piperidine-1-carboxylate). Solvent: C1CCOC1 (THF). Run at time 30 minute. The product is ClC=1C=CC(=C(C(=O)C2CCN(CC2)C(=O)OC(C)(C)C)C1)F (tert-butyl 4-(5-chloro-2-fluorobenzoyl)piperidine-1-carboxylate). The yield is 91.8%. RXN SMILES: Br[C:2]1[CH:7]=[C:6]([Cl:8])[CH:5]=[CH:4][C:3]=1[F:9].[Li]CCCC.CON(C)[C:18]([CH:20]1[CH2:25][CH2:24][N:23]([C:26]([O:28][C:29]([CH3:32])([CH3:31])[CH3:30])=[O:27])[CH2:22][CH2:21]1)=[O:19]>C1COCC1>[Cl:8][C:6]1[CH:5]=[CH:4][C:3]([F:9])=[C:2]([CH:7]=1)[C:18]([CH:20]1[CH2:25][CH2:24][N:23]([C:26]([O:28][C:29]([CH3:32])([CH3:31])[CH3:30])=[O:27])[CH2:22][CH2:21]1)=[O:19]. Procedure: A solution of 2-bromo-4-chloro-1-fluorobenzene (175 μL, 1.377 mmol) in THF (4.59 mL) at 78° C. was treated with n-BuLi (2.6 M, 741 μL, 1.928 mmol) and the reaction mixture was stirred for 30 min. To this was added tert-butyl 4-(methoxy(methyl)carbamoyl)piperidine-1-carboxylate (250 mg, 0.918 mmol) in one portion. The cooling bath was removed and the resulting reaction mixture was allowed to warm to rt and stirred for 1.5 h. Purification by automated flash silica gel chromatography using 10% EtOA... Starting materials: FC=1C=CC(=C(C1)C1=NC(=C2C=C(N=CC2=C1)NC(=O)C1CC1)C1COC(C1)O)C (N-(7-(5-fluoro-2-methylphenyl)-5-(5-hydroxytetrahydrofuran-3-yl)-2,6-naphthyridin-3-yl)cyclopropanecarboxamide), [BH4-].[Na+] (sodium tetrahydroborate). The solvent is O1CCCC1 (tetrahydrofuran), C(C)(=O)OCC (ethyl acetate). Reaction conditions: time 1 hour. The product is OCC(CCO)C1=C2C=C(N=CC2=CC(=N1)C1=C(C=CC(=C1)F)C)NC(=O)C1CC1 (N-(5-(1,4-dihydroxybutan-2-yl)-7-(5-fluoro-2-methylphenyl)-2,6-naphthyridin-3-yl)cyclopropanecarboxamide). Reaction SMILES: [F:1][C:2]1[CH:3]=[CH:4][C:5]([CH3:30])=[C:6]([C:8]2[CH:17]=[C:16]3[C:11]([CH:12]=[C:13]([NH:18][C:19]([CH:21]4[CH2:23][CH2:22]4)=[O:20])[N:14]=[CH:15]3)=[C:10]([CH:24]3[CH2:28][CH:27]([OH:29])[O:26][CH2:25]3)[N:9]=2)[CH:7]=1.[BH4-].[Na+]>O1CCCC1.C(OCC)(=O)C>[OH:26][CH2:25][CH:24]([C:10]1[N:9]=[C:8]([C:6]2[CH:7]=[C:2]([F:1])[CH:3]=[CH:4][C:5]=2[CH3:30])[CH:17]=[C:16]2[C:11]=1[CH:12]=[C:13]([NH:18][C:19]([CH:21]1[CH2:23][CH2:22]1)=[O:20])[N:14]=[CH:15]2)[CH2:28][CH2:27][OH:29] |f:1.2|. Procedure: To a solution of N-(7-(5-fluoro-2-methylphenyl)-5-(5-hydroxytetrahydrofuran-3-yl)-2,6-naphthyridin-3-yl)cyclopropanecarboxamide (45 mg, 0.11 mmol) in tetrahydrofuran (1 mL) cooled at 0° C. was added sodium tetrahydroborate (8.4 mg, 0.22 mmol), and the reaction mixture was stirred at this temperature for 1 hour. The reaction mixture was diluted with ethyl acetate (50 mL) and washed with water (100 mL). The organic layer was separated, dried over sodium sulfate, filtered, and evaporated in vacuo t... Starting materials: NC1=CC=2C=3C(=CNC2C=C1)C(N(N3)C3=CC=CC=C3)=O (8-Amino-2-phenyl-2,5-dihydro-pyrazolo-[4,3-c]quinolin-3-one), COC1=CC=C(C=C1)N1N=C2C(=CNC=3C=CC(=CC23)[N+](=O)[O-])C1=O (2-(4′-Methoxyphenyl)-8-nitro-2,5-dihydro-pyrazolo-[4,3-c]quinolin-3-one). Product: NC1=CC=2C=3C(=CNC2C=C1)C(N(N3)C3=CC=C(C=C3)OC)=O (8-Amino-2-(4′-methoxyphenyl)-2,5-dihydro-pyrazolo-[4,3-c]quinolin-3-one). As a reaction SMILES: NC1C=CC2NC=C3C(=O)N(C4C=CC=CC=4)N=C3C=2C=1.[CH3:22][O:23][C:24]1[CH:29]=[CH:28][C:27]([N:30]2[C:45](=[O:46])[C:33]3=[CH:34][NH:35][C:36]4[CH:37]=[CH:38][C:39]([N+:42]([O-])=O)=[CH:40][C:41]=4[C:32]3=[N:31]2)=[CH:26][CH:25]=1>>[NH2:42][C:39]1[CH:38]=[CH:37][C:36]2[NH:35][CH:34]=[C:33]3[C:45](=[O:46])[N:30]([C:27]4[CH:26]=[CH:25][C:24]([O:23][CH3:22])=[CH:29][CH:28]=4)[N:31]=[C:32]3[C:41]=2[CH:40]=1. Reported procedure: The title compound was prepared following the procedure for 6a using 5c. 1H-NMR (DMSO-d6) δ (ppm): 3.77 (3H, s), 6.75 (1H, dd, J=8.91, 2.37 Hz), 6.90 (2H, m), 7.10 (1H, d, J=2.08 Hz), 7.44 (1H, d, J=8.91 Hz), 8.05 (2H, m), 8.39 (1H, d, J=6.53 Hz). m/z 307.3 (MH+).